From a dataset of the Open Reaction Database (ORD), a public repository of structured organic reaction records. describe an organic reaction: reactants, conditions, products, and yield The reactants are Cc1cc(-c2ccc(Cl)cc2)nc(Cl)n1, Ic1c[nH]cn1. The product is Cc1cc(-c2ccc(Cl)cc2)nc(-n2cnc(I)c2)n1. RXN SMILES: [Cl:1][c:2]1[n:3][c:4]([CH3:15])[cH:5][c:6](-[c:8]2[cH:9][cH:10][c:11]([Cl:14])[cH:12][cH:13]2)[n:7]1.[I:16][c:17]1[n:18][cH:19][nH:20][cH:21]1>>[c:2]1(-[n:20]2[cH:19][n:18][c:17]([I:16])[cH:21]2)[n:3][c:4]([CH3:15])[cH:5][c:6](-[c:8]2[cH:9][cH:10][c:11]([Cl:14])[cH:12][cH:13]2)[n:7]1. Reactants: C(CCC#CCC(CC)O)O (non-4-yn-1,7-diol). Reagents/catalysts: [Hg]=O (mercury oxide). Run in O (water), OS(=O)(=O)O (H2SO4). Reaction conditions: time 30 minute. Product: C(C)C1OC2(CC1)OCCC2 (2-ethyl-1,6-dioxaspiro[4.4]nonane). Isolated yield 76.7%. RXN SMILES: [CH2:1]([OH:11])[CH2:2][CH2:3][C:4]#[C:5][CH2:6][CH:7]([OH:10])[CH2:8][CH3:9]>O.OS(O)(=O)=O.[Hg]=O>[CH2:8]([CH:7]1[CH2:6][CH2:5][C:4]2([CH2:3][CH2:2][CH2:1][O:11]2)[O:10]1)[CH3:9]. Reported procedure: 0.540 g of mercury oxide in 100 ml of distilled water and 3.6 ml of concentrated H2SO4 were heated at 60° and at this temperature non-4-yn-1,7-diol (3.0 g) was added to the reaction mixture, which was then left 30 min under stirring. After cooling to room temperature, the mixture was extracted twice with diethyl ether washed with an aqueous solution of NaHCO3 and brine until neutrality, and finally dried over Na2SO4. The volatiles were taken off by evaporation in vacuo and the obtained residue w... Reactants: Na(AcO)3BH, C(=O)OCC (Ethyl formate), COC1=CC=C(CN2C3=C(CCCC2=O)C=CC=C3)C=C1 (1-(4-Methoxy-benzyl)-1,3,4,5-tetrahydro-benzo[b]azepin-2-one), [Li+].CC(C)[N-]C(C)C (LDA), O (water). The solvent is C1CCOC1 (THF). Conditions: temperature -78 celsius, time 10 minute. Product: ON(C=O)CC1CCC2=C(NC1=O)C=CC=C2 (N-Hydroxy-N-(2-oxo-2,3,4,5-tetrahydro-1H-benzo[b]azepin-3-ylmethyl)-formamide), OCC1CCC2=C(N(C1=O)CC1=CC=C(C=C1)OC)C=CC=C2 (3-hydroxymethyl-1-(4-methoxy-benzyl)-1,3,4,5-tetrahydro-benzo[b]azepin-2-one). RXN SMILES: [CH3:1][O:2][C:3]1[CH:21]=[CH:20][C:6]([CH2:7][N:8]2[C:14](=[O:15])[CH2:13][CH2:12][CH2:11][C:10]3[CH:16]=[CH:17][CH:18]=[CH:19][C:9]2=3)=[CH:5][CH:4]=1.[Li+].CC([N-:26][CH:27](C)C)C.[CH:30]([O:32][CH2:33]C)=[O:31].[OH2:35]>C1COCC1>[OH:35][N:26]([CH2:27][CH:13]1[C:14](=[O:15])[NH:8][C:9]2[CH:19]=[CH:18][CH:17]=[CH:16][C:10]=2[CH2:11][CH2:12]1)[CH:33]=[O:32].[OH:31][CH2:30][CH:13]1[C:14](=[O:15])[N:8]([CH2:7][C:6]2[CH:5]=[CH:4][C:3]([O:2][CH3:1])=[CH:21][CH:20]=2)[C:9]2[CH:19]=[CH:18][CH:17]=[CH:16][C:10]=2[CH2:11][CH2:12]1 |f:1.2|. Reported procedure: 1-(4-Methoxy-benzyl)-1,3,4,5-tetrahydro-benzo[b]azepin-2-one (0.71 mmol) synthesized as described in example 12 is dissolved in 5 mL of anhydrous THF and cooled down to −78° C. A solution of freshly prepared LDA (0.85 mmol) is added to the mixture slowly. After stirring at the same temperature for 10 minutes, the mixture is allowed to warm up to 0° C. for 30 minutes and then cooled down to −78° C. again. Ethyl formate (3.55 mmol) is added dropwise to the reaction mixture. After the addition, the... Reactants: ClC=1C=C(C(=O)OO)C=CC1 (M-Chloroperoxybenzoic acid), COC(=O)C=1N=C2N(C(C1O)=O)C(=CN2CC(=O)N2CC(CC(C2)C)C)CSC (1-[2-(3,5-dimethyl-piperidin-1-yl)-2-oxo-ethyl]-6-hydroxy-3-methylsulfanylmethyl-5-oxo-1,5-dihydro-imidazo[1,2-a]pyrimidine-7-carboxylic acid methyl ester), C1=CC(=CC(=C1)Cl)C(=O)OO (MCPBA). The solvent is ClCCl (dichloromethane). Conditions: temperature 0 celsius, time 2 hour. Product: ClC=1C=C(C(=O)O)C=CC1 (m-chlorobenzoic acid). Isolated yield 269.8%. RXN SMILES: COC(C1N=C2N(CC(N3CC(C)CC(C)C3)=O)C=C(CSC)N2C(=O)C=1O)=O.[Cl:30][C:31]1[CH:32]=[C:33]([CH:38]=[CH:39][CH:40]=1)[C:34]([O:36]O)=[O:35]>ClCCl>[Cl:30][C:31]1[CH:32]=[C:33]([CH:38]=[CH:39][CH:40]=1)[C:34]([OH:36])=[O:35]. Reported procedure: 1-[2-(3,5-dimethyl-piperidin-1-yl)-2-oxo-ethyl]-6-hydroxy-3-methylsulfanylmethyl-5-oxo-1,5-dihydro-imidazo[1,2-a]pyrimidine-7-carboxylic acid methyl ester from example 54 (0.35 g, 0.83 mmol) was dissolved in dichloromethane (10 ml) and cooled to 0° C. M-Chloroperoxybenzoic acid (0.286 g, 2 equivalents) were added. The reaction mixture was stirred for 2 hours, then more MCPBA (150 mg) was added, and the stirring was continued for one hour. The reaction was quenched with a solution of Na2S2O3, the... Starting materials: O.[OH-].[Li+] (lithium hydroxide monohydrate), COC([C@H](CC(C)C)N1C(C=C(C1)OC1=C(C=CC(=C1)F)F)=O)=O ((S)-2-[4-(2,5-difluoro-phenoxy)-2-oxo-2,5-dihydro-pyrrol-1-yl]-4-methyl-pentanoic acid methyl ester), Cl (hydrochloric acid). Solvent: O1CCCC1 (tetrahydrofuran), O (water), O (water). Run at temperature 25 celsius, time 8 hour. Yields the product FC1=C(OC2=CC(N(C2)[C@H](C(=O)O)CC(C)C)=O)C=C(C=C1)F ((S)-2-[4-(2,5-difluoro-phenoxy)-2-oxo-2,5-dihydro-pyrrol-1-yl]-4-methyl-pentanoic acid). The yield is 99.7%. As a reaction SMILES: C[O:2][C:3](=[O:24])[C@@H:4]([N:9]1[CH2:13][C:12]([O:14][C:15]2[CH:20]=[C:19]([F:21])[CH:18]=[CH:17][C:16]=2[F:22])=[CH:11][C:10]1=[O:23])[CH2:5][CH:6]([CH3:8])[CH3:7].O.[OH-].[Li+].Cl>O1CCCC1.O>[F:22][C:16]1[CH:17]=[CH:18][C:19]([F:21])=[CH:20][C:15]=1[O:14][C:12]1[CH2:13][N:9]([C@@H:4]([CH2:5][CH:6]([CH3:8])[CH3:7])[C:3]([OH:24])=[O:2])[C:10](=[O:23])[CH:11]=1 |f:1.2.3|. Procedure details: A mixture of (S)-2-[4-(2,5-difluoro-phenoxy)-2-oxo-2,5-dihydro-pyrrol-1-yl]-4-methyl-pentanoic acid methyl ester (0.38 g, 1.11 mmol) in tetrahydrofuran (8.4 mL) and water (2.8 mL) was treated with lithium hydroxide monohydrate (56 mg, 1.34 mmol). The reaction was stirred at 25° C. overnight. At this time, the reaction was diluted with water (100 mL), acidified with a 2N aqueous hydrochloric acid solution and then extracted with 10% methanol/dichloromethane (3×75 mL). The combined organics were d... Starting materials: Cl, CNC(=O)c1nc(-c2cc(C(=O)OC)cc(C(=O)OC)c2)cnc1N, [Na+], C1COCCO1, [OH-]. The product is CNC(=O)c1nc(-c2cc(C(=O)O)cc(C(=O)OC)c2)cnc1N. As a reaction SMILES: [ClH:34].[NH2:1][c:2]1[n:3][cH:4][c:5](-[c:12]2[cH:13][c:14]([C:22](=[O:23])[O:24][CH3:25])[cH:15][c:16]([C:18](=[O:19])[O:20][CH3:21])[cH:17]2)[n:6][c:7]1[C:8](=[O:9])[NH:10][CH3:11].[Na+:27].[O:28]1[CH2:29][CH2:30][O:31][CH2:32][CH2:33]1.[OH-:26]>>[NH2:1][c:2]1[n:3][cH:4][c:5](-[c:12]2[cH:13][c:14]([C:22](=[O:23])[OH:24])[cH:15][c:16]([C:18](=[O:19])[O:20][CH3:21])[cH:17]2)[n:6][c:7]1[C:8](=[O:9])[NH:10][CH3:11]. Product: C(C)(C)(C)OC(=O)N1CCC(CC1)N(CCOC)CC1CC1 (4-[cyclopropylmethyl-(2-methoxy-ethyl)-amino]-piperidine-1-carboxylic acid tert-butyl ester). Solvent: CC#N (MeCN), C(Cl)(Cl)Cl (chloroform). Reactants: C(C)(C)(C)OC(=O)N1CCC(CC1)NCCOC (4-(2-methoxy-ethylamino)-piperidine-1-carboxylic acid tert-butyl ester), C1(CC1)CBr (cyclopropylmethyl bromide), C([O-])([O-])=O.[K+].[K+] (potassium carbonate). RXN SMILES: [C:1]([O:5][C:6]([N:8]1[CH2:13][CH2:12][CH:11]([NH:14][CH2:15][CH2:16][O:17][CH3:18])[CH2:10][CH2:9]1)=[O:7])([CH3:4])([CH3:3])[CH3:2].[CH:19]1([CH2:22]Br)[CH2:21][CH2:20]1.C(=O)([O-])[O-].[K+].[K+]>CC#N.C(Cl)(Cl)Cl>[C:1]([O:5][C:6]([N:8]1[CH2:9][CH2:10][CH:11]([N:14]([CH2:22][CH:19]2[CH2:21][CH2:20]2)[CH2:15][CH2:16][O:17][CH3:18])[CH2:12][CH2:13]1)=[O:7])([CH3:4])([CH3:3])[CH3:2] |f:2.3.4|. Procedure: A mixture of 4-(2-methoxy-ethylamino)-piperidine-1-carboxylic acid tert-butyl ester (525 mg), cyclopropylmethyl bromide (218 μL) and potassium carbonate (340 mg) was heated to reflux in MeCN for 16 h. After cooling the reaction mixture was diluted with chloroform, washed with brine, dried (MgSO4) and the solvent removed in vacuo to yield 4-[cyclopropylmethyl-(2-methoxy-ethyl)-amino]-piperidine-1-carboxylic acid tert-butyl ester (475 mg). Removal of the BOC group with HCl yielded the desired comp... The reactants are Fc1cc(Br)cc(F)c1F, CCCC1CCC(CCC2CCC(=O)CC2)CC1. Reaction SMILES: [Br:19][c:20]1[cH:21][c:22]([F:28])[c:23]([F:27])[c:24]([F:26])[cH:25]1.[CH2:1]([CH2:2][CH3:3])[CH:4]1[CH2:5][CH2:6][CH:7]([CH2:10][CH2:11][CH:12]2[CH2:13][CH2:14][C:15](=[O:18])[CH2:16][CH2:17]2)[CH2:8][CH2:9]1>>[CH2:1]([CH2:2][CH3:3])[CH:4]1[CH2:5][CH2:6][CH:7]([CH2:10][CH2:11][CH:12]2[CH2:13][CH2:14][CH:15]([c:20]3[cH:21][c:22]([F:28])[c:23]([F:27])[c:24]([F:26])[cH:25]3)[CH2:16][CH2:17]2)[CH2:8][CH2:9]1. Yields the product CCCC1CCC(CCC2CCC(c3cc(F)c(F)c(F)c3)CC2)CC1. The reactants are C([O-])([O-])=O.[K+].[K+] (potassium carbonate), P(=O)(OCC)(OCC)Cl (diethyl chlorophosphate), C(C)(=O)OC1=C(C=C(C=CC(=O)O)C=C1)OC (4-acetoxy-3-methoxycinnamic acid), CN(CCCCN[C@@H]1CC[C@H](CC1)C)C (N-(4-dimethylaminobutyl)-trans-4-methylcyclohexylamine), Cl (hydrochloric acid). Reagents/catalysts: CN(C1=CC=NC=C1)C (4-dimethylaminopyridine). The solvent is CO (methanol), C(Cl)Cl (methylene chloride), C(C)N(CC)CC (triethylamine). Run at time 4 hour. The product is CN(CCCCN(C(C=CC1=CC(=C(C=C1)O)OC)=O)[C@@H]1CC[C@H](CC1)C)C (N-(4-dimethylaminobutyl)-N-(trans-4-methylcyclohexyl)-4-hydroxy-3-methoxycinnamamide). RXN SMILES: P(Cl)(OCC)(OCC)=O.C([O:13][C:14]1[CH:24]=[CH:23][C:17]([CH:18]=[CH:19][C:20]([OH:22])=O)=[CH:16][C:15]=1[O:25][CH3:26])(=O)C.[CH3:27][N:28]([CH3:41])[CH2:29][CH2:30][CH2:31][CH2:32][NH:33][C@H:34]1[CH2:39][CH2:38][C@H:37]([CH3:40])[CH2:36][CH2:35]1.C(=O)([O-])[O-].[K+].[K+].Cl>CN(C)C1C=CN=CC=1.CO.C(Cl)Cl.C(N(CC)CC)C>[CH3:41][N:28]([CH3:27])[CH2:29][CH2:30][CH2:31][CH2:32][N:33]([C@H:34]1[CH2:39][CH2:38][C@H:37]([CH3:40])[CH2:36][CH2:35]1)[C:20](=[O:22])[CH:19]=[CH:18][C:17]1[CH:23]=[CH:24][C:14]([OH:13])=[C:15]([O:25][CH3:26])[CH:16]=1 |f:3.4.5|. Reported procedure: A mixture solution of 2.8 ml of diethyl chlorophosphate, 2.7 ml of triethylamine, 2.3 g of 4-acetoxy-3-methoxycinnamic acid, and 100 ml of methylene chloride was stirred for 1 hour at room temperature. Next, 3.5 ml of N-(4-dimethylaminobutyl)-trans-4-methylcyclohexylamine (Example 74) and 0.5 g of 4-dimethylaminopyridine were added to the solution under ice-cooling. The solution was stirred further for 4 hours at room temperature. Then, 100 ml of methanol and 5 g of potassium carbonate were adde...